Dataset: the Open Reaction Database (ORD), a public repository of structured organic reaction records. Task: describe an organic reaction: reactants, conditions, products, and yield The reactants are Oc1ccc(Br)cc1, CC(C)C(=O)Nc1cccc(C2CCN(CCCCCC(O)c3ccc(Cl)cc3)CC2)c1. Product: CC(C)C(=O)Nc1cccc(C2CCN(CCCCCC(Oc3ccc(Br)cc3)c3ccc(Cl)cc3)CC2)c1. Reaction SMILES: [Br:1][c:2]1[cH:3][cH:4][c:5]([OH:8])[cH:6][cH:7]1.[Cl:9][c:10]1[cH:11][cH:12][c:13]([CH:16]([CH2:17][CH2:18][CH2:19][CH2:20][CH2:21][N:22]2[CH2:23][CH2:24][CH:25]([c:28]3[cH:29][c:30]([NH:34][C:35]([CH:36]([CH3:37])[CH3:38])=[O:39])[cH:31][cH:32][cH:33]3)[CH2:26][CH2:27]2)[OH:40])[cH:14][cH:15]1>>[Br:1][c:2]1[cH:3][cH:4][c:5]([O:8][CH:16]([c:13]2[cH:12][cH:11][c:10]([Cl:9])[cH:15][cH:14]2)[CH2:17][CH2:18][CH2:19][CH2:20][CH2:21][N:22]2[CH2:23][CH2:24][CH:25]([c:28]3[cH:29][c:30]([NH:34][C:35]([CH:36]([CH3:37])[CH3:38])=[O:39])[cH:31][cH:32][cH:33]3)[CH2:26][CH2:27]2)[cH:6][cH:7]1. RXN SMILES: [C:1](Cl)(=[O:5])[C:2](Cl)=O.C(OC([N:14]1[CH2:19][CH2:18][N:17]([C:20]2[CH:25]=[CH:24]C(C(O)=O)=[CH:22][N:21]=2)[CH2:16][CH2:15]1)=O)(C)(C)C.ClCCl.CN(C)C=O.C(N(CC)C(C)C)(C)C.[CH3:46][O:47][C:48](=[O:79])[NH:49][C@H:50]([C:54]([N:56]1[CH2:60][CH2:59][CH2:58][C@H:57]1[C:61]1[NH:62][CH:63]=[C:64]([C:66]2[CH:71]=[CH:70][C:69]([C:72]3[CH:77]=[CH:76][C:75]([NH2:78])=[CH:74][CH:73]=3)=[CH:68][CH:67]=2)[N:65]=1)=[O:55])[CH:51]([CH3:53])[CH3:52].O1CCOCC1>Cl>[CH3:46][O:47][C:48](=[O:79])[NH:49][C@H:50]([C:54]([N:56]1[CH2:60][CH2:59][CH2:58][C@H:57]1[C:61]1[NH:62][CH:63]=[C:64]([C:66]2[CH:67]=[CH:68][C:69]([C:72]3[CH:73]=[CH:74][C:75]([NH:78][C:1]([C:2]4[CH:22]=[N:21][C:20]([N:17]5[CH2:16][CH2:15][NH:14][CH2:19][CH2:18]5)=[CH:25][CH:24]=4)=[O:5])=[CH:76][CH:77]=3)=[CH:70][CH:71]=2)[N:65]=1)=[O:55])[CH:51]([CH3:53])[CH3:52]. Solvent: Cl (hydrogen chloride). Product: COC(N[C@@H](C(C)C)C(=O)N1[C@@H](CCC1)C=1NC=C(N1)C1=CC=C(C=C1)C1=CC=C(C=C1)NC(=O)C=1C=NC(=CC1)N1CCNCC1)=O ({(S)-2-Methyl-1-[(S)-2-(4-{4′-[(6-piperazin-1-yl-pyridine-3-carbonyl)-amino]-biphenyl-4-yl}-1H-imidazol-2-yl)-pyrrolidine-1-carbonyl]-propyl}-carbamic acid methyl ester). Run at time 20 minute. Starting materials: C(C(=O)Cl)(=O)Cl (Oxalyl chloride), C(C)(C)(C)OC(=O)N1CCN(CC1)C1=NC=C(C=C1)C(=O)O (4-(5-carboxy-pyridin-2-yl)-piperazine-1-carboxylic acid tert-butyl ester), ClCCl (dichloromethane), CN(C=O)C (N,N-dimethylformamide), C(C)(C)N(C(C)C)CC (N,N-diisopropylethylamine), O1CCOCC1 (1,4-dioxane), COC(N[C@@H](C(C)C)C(=O)N1[C@@H](CCC1)C=1NC=C(N1)C1=CC=C(C=C1)C1=CC=C(C=C1)N)=O (((S)-1-{(S)-2-[4-(4′-amino-biphenyl-4-yl)-1H-imidazol-2-yl]-pyrrolidine-1-carbonyl}-2-methyl-propyl)-carbamic acid methyl ester). Reported procedure: Oxalyl chloride (44.0 uL, 0.520 mmol) was added to a solution of 4-(5-carboxy-pyridin-2-yl)-piperazine-1-carboxylic acid tert-butyl ester (70.3 mg, 0.229 mmol) in dichloromethane (6.67 mL, 104 mmol) and N,N-dimethylformamide (2.01 uL, 0.026 mmol) The reaction mixture was stirred at room temperature for 20 min and then N,N-diisopropylethylamine (0.181 mL, 1.04 mmol) was added followed by ((S)-1-{(S)-2-[4-(4′-amino-biphenyl-4-yl)-1H-imidazol-2-yl]-pyrrolidine-1-carbonyl}-2-methyl-propyl)-carbamic ... Starting materials: C(=O)[O-].[NH4+] (Ammonium formate), O=C(CNC(=O)C1=CC=C(C=C1)C1=C(C=CC=C1)OCC1=CC=CC=C1)N1CCN(CC1)C(C1=C(C=CC=C1)C(F)(F)F)=O (2′-Benzyloxy-biphenyl-4-carboxylic acid {2-oxo-2-[4-(2-trifluoromethyl-benzoyl)-piperazin-1-yl]-ethyl}-amide). Reagents/catalysts: [Pd] (Pd). Solvent: CO (MeOH), O (water). Product: O=C(CNC(=O)C1=CC=C(C=C1)C1=C(C=CC=C1)O)N1CCN(CC1)C(C1=C(C=CC=C1)C(F)(F)F)=O (2′-Hydroxy-biphenyl-4-carboxylic acid {2-oxo-2-[4-(2-trifluoromethyl-benzoyl)-piperazin-1-yl]-ethyl}-amide). The yield is 47.0%. As a reaction SMILES: C([O-])=O.[NH4+].[O:5]=[C:6]([N:31]1[CH2:36][CH2:35][N:34]([C:37](=[O:48])[C:38]2[CH:43]=[CH:42][CH:41]=[CH:40][C:39]=2[C:44]([F:47])([F:46])[F:45])[CH2:33][CH2:32]1)[CH2:7][NH:8][C:9]([C:11]1[CH:16]=[CH:15][C:14]([C:17]2[CH:22]=[CH:21][CH:20]=[CH:19][C:18]=2[O:23]CC2C=CC=CC=2)=[CH:13][CH:12]=1)=[O:10]>CO.O.[Pd]>[O:5]=[C:6]([N:31]1[CH2:36][CH2:35][N:34]([C:37](=[O:48])[C:38]2[CH:43]=[CH:42][CH:41]=[CH:40][C:39]=2[C:44]([F:46])([F:47])[F:45])[CH2:33][CH2:32]1)[CH2:7][NH:8][C:9]([C:11]1[CH:16]=[CH:15][C:14]([C:17]2[CH:22]=[CH:21][CH:20]=[CH:19][C:18]=2[OH:23])=[CH:13][CH:12]=1)=[O:10] |f:0.1|. Reported procedure: Ammonium formate (350 mg, 5.5 mmol) was added to a stirred solution of 2′-Benzyloxy-biphenyl-4-carboxylic acid {2-oxo-2-[4-(2-trifluoromethyl-benzoyl)-piperazin-1-yl]-ethyl}-amide (prepared by the method as described above) (156 mg, 0.26 mmol) in a mixture of MeOH (10 mL) and water (2 ml). 10% Pd/c (40 mg) was then added and the resulting mixture stirred at room temperature under an inert atmosphere. The reaction mixture was then stirred at reflux temperature for 3 hrs. The mixture was filtered ... Starting materials: CC=1C(=NC(=CC1NCCNC)C)OC1=C(C=C(C=C1C)C)C ([3,6-dimethyl-2-(2,4,6-trimethyl-phenoxy)-4-pyridyl][2-(methylamino)ethyl]amine), COC=1C=C(C=CC1OC)CC(=O)O (3,4-dimethoxyphenylacetic acid), C(CCl)Cl (EDC), C=1C=CC2=C(C1)N=NN2O (HOBT). Solvent: CN(C)C=O (DMF), CCOC(=O)C (EtOAc). Yields the product COC=1C=C(C=CC1OC)CC(=O)NCCNC1=C(C(=NC(=C1)C)OC1=C(C=C(C=C1C)C)C)C (2-(3,4-Dimethoxyphenyl)-N-(2-{[3,6-dimethyl-2-(2,4,6-trimethylphenoxy)(4-pyridyl)]amino}ethyl)acetamide). As a reaction SMILES: [CH3:1][C:2]1[C:3]([O:14][C:15]2[C:20]([CH3:21])=[CH:19][C:18]([CH3:22])=[CH:17][C:16]=2[CH3:23])=[N:4][C:5]([CH3:13])=[CH:6][C:7]=1[NH:8][CH2:9][CH2:10][NH:11]C.[CH3:24][O:25][C:26]1[CH:27]=[C:28]([CH2:34][C:35]([OH:37])=O)[CH:29]=[CH:30][C:31]=1[O:32][CH3:33].C(Cl)CCl.C1C=CC2N(O)N=NC=2C=1>CN(C=O)C.CCOC(C)=O>[CH3:24][O:25][C:26]1[CH:27]=[C:28]([CH2:34][C:35]([NH:11][CH2:10][CH2:9][NH:8][C:7]2[CH:6]=[C:5]([CH3:13])[N:4]=[C:3]([O:14][C:15]3[C:20]([CH3:21])=[CH:19][C:18]([CH3:22])=[CH:17][C:16]=3[CH3:23])[C:2]=2[CH3:1])=[O:37])[CH:29]=[CH:30][C:31]=1[O:32][CH3:33]. Procedure details: Stir a solution of [3,6-dimethyl-2-(2,4,6-trimethyl-phenoxy)-4-pyridyl][2-(methylamino)ethyl]amine (68 mg, 0.23 mmol), 3,4-dimethoxyphenylacetic acid (59 mg, 0.3 mmol), EDC (59 mg, 0.3 mmol) and HOBT (41 mg, 0.3 mmol) in DMF (1.0 mL) for 12 h. Dilute the reaction mixture with EtOAc (10 mL) and wash with saturated aq NaHCO3 (2×10 mL) and saturated aq brine (2×10 mL), dry and concentrate in vacuo to obtain the title compound as an oily residue. M+1: 478.